The task is: describe an organic reaction: reactants, conditions, products, and yield. This data is from the Open Reaction Database (ORD), a public repository of structured organic reaction records. RXN SMILES: [CH3:1][O:2][C:3]1[CH:4]=[CH:5][C:6]2[NH:12][C:11](=[O:13])[N:10]([CH:14]3[CH2:19][CH2:18][NH:17][CH2:16][CH2:15]3)[CH2:9][CH2:8][C:7]=2[CH:20]=1.Cl[C:22]1[N:27]=[C:26]([O:28][CH3:29])[N:25]=[C:24]([O:30][C:31]2[CH:40]=[C:39]([CH3:41])[C:34]3[NH:35][C:36](=[O:38])[O:37][C:33]=3[CH:32]=2)[CH:23]=1.CCN(C(C)C)C(C)C>CN(C=O)C>[CH3:29][O:28][C:26]1[N:25]=[C:24]([O:30][C:31]2[CH:40]=[C:39]([CH3:41])[C:34]3[NH:35][C:36](=[O:38])[O:37][C:33]=3[CH:32]=2)[CH:23]=[C:22]([N:17]2[CH2:18][CH2:19][CH:14]([N:10]3[CH2:9][CH2:8][C:7]4[CH:20]=[C:3]([O:2][CH3:1])[CH:4]=[CH:5][C:6]=4[NH:12][C:11]3=[O:13])[CH2:15][CH2:16]2)[N:27]=1. Procedure details: 45 mg (0.16 mmol) 7-methoxy-3-piperidin-4-yl-1,3,4,5-tetrahydro-1,3-benzodiazepin-2-one, 50 mg (0.15 mmol) 6-(6-chloro-2-methoxypyrimidin-4-yloxy)-4-methylbenzo[d]oxazol-2(3H)-one and 0.10 mL (0.57 mmol) DIPEA in 1.0 mL DMF were stirred for 3 h at 90° C. The reaction mixture was purified by preparative HPLC-MS. The fractions containing product were combined and freeze-dried. Reactants: COC=1C=CC2=C(CCN(C(N2)=O)C2CCNCC2)C1 (7-methoxy-3-piperidin-4-yl-1,3,4,5-tetrahydro-1,3-benzodiazepin-2-one), ClC1=CC(=NC(=N1)OC)OC1=CC2=C(NC(O2)=O)C(=C1)C (6-(6-chloro-2-methoxypyrimidin-4-yloxy)-4-methylbenzo[d]oxazol-2(3H)-one), CCN(C(C)C)C(C)C (DIPEA). The solvent is CN(C)C=O (DMF). Product: COC1=NC(=CC(=N1)OC1=CC2=C(NC(O2)=O)C(=C1)C)N1CCC(CC1)N1C(NC2=C(CC1)C=C(C=C2)OC)=O (6-{2-methoxy-6-[4-(7-methoxy-2-oxo-4,5-dihydro-1H-benzo[d][1,3]diazepin-3(2H)-yl)-piperidin-1-yl]pyrimidin-4-yloxy}-4-methylbenzo[d]oxazol-2(3H)-one). The reactants are ClC1=C(C=C(C=C1)OC)C1=CC2=C(N=C(N=N2)N)C(=C1)C (7-(2-chloro-5-methoxy-phenyl)-5-methyl-benzo[1,2,4]triazin-3-ylamine), BrC=1C=C(C=CC1)S(=O)(=O)N1CCN(CC1)C (1-(3-bromo-benzenesulfonyl)-4-methyl-piperazine), C(=O)([O-])[O-].[Cs+].[Cs+] (Cs2CO3), CC1(C2=C(C(=CC=C2)P(C3=CC=CC=C3)C4=CC=CC=C4)OC5=C(C=CC=C51)P(C6=CC=CC=C6)C7=CC=CC=C7)C (Xantphos). The reagents and catalysts are C=1C=CC(=CC1)/C=C/C(=O)/C=C/C2=CC=CC=C2.C=1C=CC(=CC1)/C=C/C(=O)/C=C/C2=CC=CC=C2.C=1C=CC(=CC1)/C=C/C(=O)/C=C/C2=CC=CC=C2.[Pd].[Pd] (Pd2(dba)3). Solvent: O1CCOCC1 (dioxane). Reaction conditions: temperature 100 celsius. The product is ClC1=C(C=C(C=C1)OC)C1=CC2=C(N=C(N=N2)NC2=CC(=CC=C2)S(=O)(=O)N2CCN(CC2)C)C(=C1)C ([7-(2-chloro-5-methoxy-phenyl)-5-methyl-benzo[1,2,4]triazin-3-yl]-[3-(4-methyl-piperazine-1-sulfonyl)-phenyl]-amine). RXN SMILES: [Cl:1][C:2]1[CH:7]=[CH:6][C:5]([O:8][CH3:9])=[CH:4][C:3]=1[C:10]1[CH:20]=[C:19]([CH3:21])[C:13]2[N:14]=[C:15]([NH2:18])[N:16]=[N:17][C:12]=2[CH:11]=1.Br[C:23]1[CH:24]=[C:25]([S:29]([N:32]2[CH2:37][CH2:36][N:35]([CH3:38])[CH2:34][CH2:33]2)(=[O:31])=[O:30])[CH:26]=[CH:27][CH:28]=1.C([O-])([O-])=O.[Cs+].[Cs+].CC1(C)C2C(=C(P(C3C=CC=CC=3)C3C=CC=CC=3)C=CC=2)OC2C(P(C3C=CC=CC=3)C3C=CC=CC=3)=CC=CC1=2>O1CCOCC1.C1C=CC(/C=C/C(/C=C/C2C=CC=CC=2)=O)=CC=1.C1C=CC(/C=C/C(/C=C/C2C=CC=CC=2)=O)=CC=1.C1C=CC(/C=C/C(/C=C/C2C=CC=CC=2)=O)=CC=1.[Pd].[Pd]>[Cl:1][C:2]1[CH:7]=[CH:6][C:5]([O:8][CH3:9])=[CH:4][C:3]=1[C:10]1[CH:20]=[C:19]([CH3:21])[C:13]2[N:14]=[C:15]([NH:18][C:23]3[CH:28]=[CH:27][CH:26]=[C:25]([S:29]([N:32]4[CH2:37][CH2:36][N:35]([CH3:38])[CH2:34][CH2:33]4)(=[O:31])=[O:30])[CH:24]=3)[N:16]=[N:17][C:12]=2[CH:11]=1 |f:2.3.4,7.8.9.10.11|. Reported procedure: 7-(2-chloro-5-methoxy-phenyl)-5-methyl-benzo[1,2,4]triazin-3-ylamine (0.315 mmol, 1.0 equiv), 1-(3-bromo-benzenesulfonyl)-4-methyl-piperazine (0.472 mmol, 1.5 equiv), Pd2(dba)3 (0.0315 mmol, 0.1 equiv), Cs2CO3 (0.945 mmol, 3.0 equiv), and Xantphos (0.063 mmol, 0.2 equiv) were dissolved in 10 mL of dioxane, purged of air and placed under an argon atmosphere to reflux at 100° C. for 18 h. The reaction was cooled to room temperature and filtered to remove excess Cs2CO3. The filtrate was extracted w... Reactants: COC=1C=C2CCCC(C2=CC1)=O (6-Methoxytetralone), Br (Hydrobromic acid), ice. Run in C(C)(=O)O (acetic acid). Product: OC=1C=C2CCCC(C2=CC1)=O (6-hydroxytetralone). Yield: 70.5%. RXN SMILES: C[O:2][C:3]1[CH:4]=[C:5]2[C:10](=[CH:11][CH:12]=1)[C:9](=[O:13])[CH2:8][CH2:7][CH2:6]2.Br>C(O)(=O)C>[OH:2][C:3]1[CH:4]=[C:5]2[C:10](=[CH:11][CH:12]=1)[C:9](=[O:13])[CH2:8][CH2:7][CH2:6]2. Reported procedure: 6-Methoxytetralone (50 g, 280 mmol) was suspended in glacial acetic acid (250 mL). Hydrobromic acid (47%; 500 mL) was added and the mixture was heated at reflux for 6 h, cooled to room temperature, and poured onto 500 g of crushed ice. After 1 h the precipitate was collected and recrystalized from ethanol to provide 32 g of 6-hydroxytetralone. Concentration of the mother liquor provided an additional 9 g of product, mp 149°-152° C.; 1H NMR (CDCl3) δ7.80 (d, 1H), 6.78 (d, 1H), 6.68 (s, 1H), 2.90 ...